Dataset: the Open Reaction Database (ORD), a public repository of structured organic reaction records. Task: describe an organic reaction: reactants, conditions, products, and yield The reactants are FC=1C=C(CNC(=O)C2=C(N(C3=CC(=CC=C23)O)CC=2OC=CN2)C(C)C)C=CC1F (N-(3,4-difluorobenzyl)-6-hydroxy-2-isopropyl-1-(oxazol-2-ylmethyl)-1H-indole-3-carboxamide), FC=1C=C(CNC(=O)C2=C(N(C3=CC(=CC=C23)O)CC=2OC=CN2)C(C)C)C=CC1F (N-(3,4-difluorobenzyl)-6-hydroxy-2-isopropyl-1-(oxazol-2-ylmethyl)-1H-indole-3-carboxamide), C(CC)I (n-propyl iodide). Procedure details: The title compound was prepared from N-(3,4-difluorobenzyl)-6-hydroxy-2-isopropyl-1-(oxazol-2-ylmethyl)-1H-indole-3-carboxamide (Compound 210) and n-propyl iodide by General Procedure N. Reaction SMILES: [F:1][C:2]1[CH:3]=[C:4]([CH:28]=[CH:29][C:30]=1[F:31])[CH2:5][NH:6][C:7]([C:9]1[C:17]2[C:12](=[CH:13][C:14]([OH:18])=[CH:15][CH:16]=2)[N:11]([CH2:19][C:20]2[O:21][CH:22]=[CH:23][N:24]=2)[C:10]=1[CH:25]([CH3:27])[CH3:26])=[O:8].[CH2:32](I)[CH2:33][CH3:34]>>[F:1][C:2]1[CH:3]=[C:4]([CH:28]=[CH:29][C:30]=1[F:31])[CH2:5][NH:6][C:7]([C:9]1[C:17]2[C:12](=[CH:13][C:14]([O:18][CH2:32][CH2:33][CH3:34])=[CH:15][CH:16]=2)[N:11]([CH2:19][C:20]2[O:21][CH:22]=[CH:23][N:24]=2)[C:10]=1[CH:25]([CH3:27])[CH3:26])=[O:8]. The product is FC=1C=C(CNC(=O)C2=C(N(C3=CC(=CC=C23)OCCC)CC=2OC=CN2)C(C)C)C=CC1F (N-(3,4-Difluorobenzyl)-2-isopropyl-1-(oxazol-2-ylmethyl)-6-propoxy-1H-indole-3-carboxamide).